This data is from the Open Reaction Database (ORD), a public repository of structured organic reaction records. The task is: describe an organic reaction: reactants, conditions, products, and yield The reactants are C(C)(C)N=[N+]=[N-] (isopropylazide), FC1=CC=C(C=C1)C#C (4-fluorophenylacetylene). Yields the product FC1=CC=C(C=C1)C=1N=NN(C1)C(C)C (4-(4-fluorophenyl)-1-isopropyl-1,2,3-triazole). As a reaction SMILES: [CH:1]([N:4]=[N+:5]=[N-:6])([CH3:3])[CH3:2].[F:7][C:8]1[CH:13]=[CH:12][C:11]([C:14]#[CH:15])=[CH:10][CH:9]=1>>[F:7][C:8]1[CH:13]=[CH:12][C:11]([C:14]2[N:6]=[N:5][N:4]([CH:1]([CH3:3])[CH3:2])[CH:15]=2)=[CH:10][CH:9]=1. Procedure: A mixture of isopropylazide [G. A. Olah, D. J. Donovan, J. Org. Chem., 43, 860, (1978)] (54.5 g; 640.3 mmol) and 4-fluorophenylacetylene [J. B. Lambert et al., J. Am. Chem. Soc., 107, 5443, (1985)] (39 g; 325.1 mmol) was heated at 70° C. for 41 hours. The excess of isopropylazide was distilled off an the resultant crude compound was purified by chromatography on silica gel (230-400 mesh), eluent methylene chloride:acetone=39:1, giving the title compound (m.p. 54°-55° C.). Reactants: CN1CCNCC1, Cc1ccccc1, ClP(Cl)(Cl)(Cl)Cl, O=[N+]([O-])c1ccc2nc(S)oc2c1. Yields the product CN1CCN(c2nc3ccc([N+](=O)[O-])cc3o2)CC1. As a reaction SMILES: [CH3:20][N:21]1[CH2:22][CH2:23][NH:24][CH2:25][CH2:26]1.[CH3:27][c:28]1[cH:29][cH:30][cH:31][cH:32][cH:33]1.[Cl:1][P:2]([Cl:3])([Cl:4])([Cl:5])[Cl:6].[SH:7][c:8]1[o:9][c:10]2[c:11]([n:12]1)[cH:13][cH:14][c:15]([N+:17](=[O:18])[O-:19])[cH:16]2>>[c:8]1([N:24]2[CH2:23][CH2:22][N:21]([CH3:20])[CH2:26][CH2:25]2)[o:9][c:10]2[c:11]([n:12]1)[cH:13][cH:14][c:15]([N+:17](=[O:18])[O-:19])[cH:16]2. Reported procedure: In 7.6 ml of methylene chloride were dissolved 0.76 g of (S)-3-methoxycarbonylmethyl-2-oxopiperazine-1-acetic acid t butyl ester oxalic acid salt and 0.47 g of N-benzyloxycarbonyl-4-methoxycarbonyl-L-phenylalanine. To the solution was added gradually, while cooling with water, 0.44 g of 1-ethyl-3-(3-dimethylaminopropyl) carbodiimide, over 5 minutes. The mixture was stirred for one hour at room temperature, then methylene chloride was distilled off under reduced pressure. The residue was dissolve... Yields the product C(C1=CC=CC=C1)OC(=O)N[C@@H](CC1=CC=C(C=C1)C(=O)OC)C(=O)N1[C@H](C(N(CC1)CC(=O)O)=O)CC(=O)OC ((S)-4-(N-Benzyloxycarbonyl-4-Methoxycarbonyl-L-Phenylalanyl)-3-Methoxycarbonylmethyl-2-Oxopiperazine-1-Acetic Acid). Conditions: time 1 hour. Yield: 61.4%. Solvent: C(Cl)Cl (methylene chloride). As a reaction SMILES: C(O)(=O)C(O)=O.C([O:11][C:12](=[O:26])[CH2:13][N:14]1[CH2:19][CH2:18][NH:17][C@@H:16]([CH2:20][C:21]([O:23][CH3:24])=[O:22])[C:15]1=[O:25])(C)(C)C.[CH2:27]([O:34][C:35]([NH:37][C@H:38]([C:50](O)=[O:51])[CH2:39][C:40]1[CH:45]=[CH:44][C:43]([C:46]([O:48][CH3:49])=[O:47])=[CH:42][CH:41]=1)=[O:36])[C:28]1[CH:33]=[CH:32][CH:31]=[CH:30][CH:29]=1.O.C(N=C=NCCCN(C)C)C>C(Cl)Cl>[CH2:27]([O:34][C:35]([NH:37][C@H:38]([C:50]([N:17]1[CH2:18][CH2:19][N:14]([CH2:13][C:12]([OH:11])=[O:26])[C:15](=[O:25])[C@@H:16]1[CH2:20][C:21]([O:23][CH3:24])=[O:22])=[O:51])[CH2:39][C:40]1[CH:41]=[CH:42][C:43]([C:46]([O:48][CH3:49])=[O:47])=[CH:44][CH:45]=1)=[O:36])[C:28]1[CH:33]=[CH:32][CH:31]=[CH:30][CH:29]=1 |f:0.1|. The reactants are C(C(=O)O)(=O)O.C(C)(C)(C)OC(CN1C([C@@H](NCC1)CC(=O)OC)=O)=O ((S)-3-methoxycarbonylmethyl-2-oxopiperazine-1-acetic acid t butyl ester oxalic acid salt), C(C1=CC=CC=C1)OC(=O)N[C@@H](CC1=CC=C(C=C1)C(=O)OC)C(=O)O (N-benzyloxycarbonyl-4-methoxycarbonyl-L-phenylalanine), O (water), C(C)N=C=NCCCN(C)C (1-ethyl-3-(3-dimethylaminopropyl) carbodiimide). Reactants: Cl, O=C1CC(=O)c2cc(OCCCOc3ccccc3)ccc21, O=[N+]([O-])O. Yields the product O=C1c2ccc(OCCCOc3ccccc3)cc2C(=O)C1[N+](=O)[O-]. As a reaction SMILES: [ClH:27].[O:1]([c:2]1[cH:3][cH:4][cH:5][cH:6][cH:7]1)[CH2:8][CH2:9][CH2:10][O:11][c:12]1[cH:13][c:14]2[c:18]([cH:19][cH:20]1)[C:17](=[O:21])[CH2:16][C:15]2=[O:22].[OH:23][N+:24]([O-:25])=[O:26]>>[O:1]([c:2]1[cH:3][cH:4][cH:5][cH:6][cH:7]1)[CH2:8][CH2:9][CH2:10][O:11][c:12]1[cH:13][c:14]2[c:18]([cH:19][cH:20]1)[C:17](=[O:21])[CH:16]([N+:24](=[O:23])[O-:25])[C:15]2=[O:22].